Dataset: the Open Reaction Database (ORD), a public repository of structured organic reaction records. Task: describe an organic reaction: reactants, conditions, products, and yield The reactants are CC(=O)c1cccnc1, Cc1ccccc1, O, OCCO, Cc1ccc(S(=O)(=O)O)cc1. The product is CC1(c2cccnc2)OCCO1. As a reaction SMILES: [C:1]([CH3:2])(=[O:3])[c:4]1[cH:5][n:6][cH:7][cH:8][cH:9]1.[CH3:26][c:27]1[cH:28][cH:29][cH:30][cH:31][cH:32]1.[OH2:25].[OH:10][CH2:11][CH2:12][OH:13].[c:14]1([CH3:15])[cH:16][cH:17][c:18]([S:19]([OH:20])(=[O:21])=[O:22])[cH:23][cH:24]1>>[C:1]1([CH3:2])([c:4]2[cH:5][n:6][cH:7][cH:8][cH:9]2)[O:3][CH2:12][CH2:11][O:10]1. Starting materials: Cl.N1C=NC(=C1)CN1C[C@H](N(CC2=C1C=CC(=C2)C#N)S(=O)(=O)C)CC2=CC=CC=C2 ((R)-2,3,4,5-Tetrahydro-1-(1H-imidazol-4-ylmethyl)-4-(methylsulfonyl)-3-(phenylmethyl)-1H-1,4-benzodiazepine-7-carbonitrile, monohydrochloride), ClC(=O)OC(C)C (isopropyl chloroformate), NC1=CC2=C(CN(C(CN2CC=2N=CNC2)CC2=CC=CC=C2)C(=O)OC(C)(C)C)C=C1 (8-amino-2,3,4,5-tetrahydro-1-(1H-imidazol-4-ylmethyl)-3-(phenylmethyl)-1H-1,4-benzodiazepine-4carboxylic acid, 1,1-dimethylethyl ester), C1(=CC=CC=C1)C (toluene). The solvent is CCOC(=O)C (EtOAc), CCCCCC (hexane). Yields the product Cl.C(#N)C=1C=CC2=C(CN([C@@H](CN2CC=2N=CNC2)CC2=CC=CC=C2)C(=O)OC(C)C)C1 ((R)-7-Cyano-1,2,3,5-tetrahydro-1-(1H-imidazol-4-ylmethyl)-3-(phenylmethyl)-4H-1,4-benzodiazepine-4-carboxylic acid, isopropyl ester, hydrochloride). Isolated yield 42.0%. As a reaction SMILES: Cl.[NH:2]1[CH:6]=[C:5]([CH2:7][N:8]2[C:14]3[CH:15]=[CH:16][C:17]([C:19]#[N:20])=[CH:18][C:13]=3[CH2:12][N:11](S(C)(=O)=O)[C@H:10]([CH2:25][C:26]3[CH:31]=[CH:30][CH:29]=[CH:28][CH:27]=3)[CH2:9]2)[N:4]=[CH:3]1.NC1C=CC2CN([C:55]([O:57][C:58](C)([CH3:60])[CH3:59])=[O:56])C(CC3C=CC=CC=3)CN(CC3N=CNC=3)C=2C=1.C1(C)C=CC=CC=1.[Cl:71]C(OC(C)C)=O>CCOC(C)=O.CCCCCC>[ClH:71].[C:19]([C:17]1[CH:16]=[CH:15][C:14]2[N:8]([CH2:7][C:5]3[N:4]=[CH:3][NH:2][CH:6]=3)[CH2:9][C@@H:10]([CH2:25][C:26]3[CH:31]=[CH:30][CH:29]=[CH:28][CH:27]=3)[N:11]([C:55]([O:57][CH:58]([CH3:60])[CH3:59])=[O:56])[CH2:12][C:13]=2[CH:18]=1)#[N:20] |f:0.1,7.8|. Procedure details: Example 358 was prepared as a light yellow solid in 42% yield from Compound C of Example 248 by the following sequence: Compound E of Example 248, using a toluene solution of isopropyl chloroformate with chromatography using 40% hexane in EtOAc and with the free base carried on; Example 354. As a reaction SMILES: [CH3:19][CH2:20][OH:21].[CH3:1][O:2][c:3]1[c:4]([OH:10])[cH:5][c:6]([Br:9])[cH:7][cH:8]1.[CH:11]1([Br:16])[CH2:12][CH2:13][CH2:14][CH2:15]1.[Na+:18].[OH-:17].[OH2:22]>>[CH3:1][O:2][c:3]1[c:4]([O:10][CH:11]2[CH2:12][CH2:13][CH2:14][CH2:15]2)[cH:5][c:6]([Br:9])[cH:7][cH:8]1. The product is COc1ccc(Br)cc1OC1CCCC1. Reactants: CCO, COc1ccc(Br)cc1O, BrC1CCCC1, [Na+], [OH-], O. The reactants are CN1C(=NC(=CC1=O)C1=NC=NC=C1)OC1CCN(CC1)CCC1CCNCC1 (1-methyl-2-[1-(2-piperidin-4-yl-ethyl)piperidin-4-yloxy]-1H-[4,4′]bipyrimidinyl-6-one), C(C1=CC=CC=C1)=O (benzaldehyde), C(C)(=O)O[BH-](OC(C)=O)OC(C)=O.[Na+] (sodium triacetoxyborohydride). Reagents/catalysts: C(C)(=O)O (acetic acid). Solvent: ClCCCl (1,2-dichloroethane). Conditions: time 8 hour. Product: C(C1=CC=CC=C1)N1CCC(CC1)CCN1CCC(CC1)OC=1N(C(C=C(N1)C1=NC=NC=C1)=O)C (2-{1-[2-(1-benzyl-piperidin-4-yl)ethyl]piperidin-4-yloxy}-1-methyl-1H-[4,4′]bipyrimidinyl-6-one). Yield: 710.0%. As a reaction SMILES: [CH3:1][N:2]1[C:7](=[O:8])[CH:6]=[C:5]([C:9]2[CH:14]=[CH:13][N:12]=[CH:11][N:10]=2)[N:4]=[C:3]1[O:15][CH:16]1[CH2:21][CH2:20][N:19]([CH2:22][CH2:23][CH:24]2[CH2:29][CH2:28][NH:27][CH2:26][CH2:25]2)[CH2:18][CH2:17]1.[CH:30](=O)[C:31]1[CH:36]=[CH:35][CH:34]=[CH:33][CH:32]=1.C(O[BH-](OC(=O)C)OC(=O)C)(=O)C.[Na+]>C(O)(=O)C.ClCCCl>[CH2:30]([N:27]1[CH2:26][CH2:25][CH:24]([CH2:23][CH2:22][N:19]2[CH2:18][CH2:17][CH:16]([O:15][C:3]3[N:2]([CH3:1])[C:7](=[O:8])[CH:6]=[C:5]([C:9]4[CH:14]=[CH:13][N:12]=[CH:11][N:10]=4)[N:4]=3)[CH2:21][CH2:20]2)[CH2:29][CH2:28]1)[C:31]1[CH:36]=[CH:35][CH:34]=[CH:33][CH:32]=1 |f:2.3|. Procedure: To a mixture of 1-methyl-2-[1-(2-piperidin-4-yl-ethyl)piperidin-4-yloxy]-1H-[4,4′]bipyrimidinyl-6-one (40 mg, 0.10 mmol), benzaldehyde (16 mg, 0.15 mmol) and acetic acid (one drop) in 1,2-dichloroethane (0.5 ml) was added sodium triacetoxyborohydride (53 mg, 0.25 mmol). The mixture was stirred at room temperature overnight. The mixture was partitioned between water and dichloromethane. The organic layer was washed with brine, dried over sodium sulfate, and concentrated in vacuo. The residue was ... The reactants are Cl, [Na+], [OH-], O, O=C1c2ccccc2C(=O)N1CCCn1ccnc1-c1ccccc1. Yields the product NCCCn1ccnc1-c1ccccc1. As a reaction SMILES: [ClH:28].[Na+:27].[OH-:26].[OH2:29].[c:1]1(-[c:7]2[n:8]([CH2:12][CH2:13][CH2:14][N:15]3[C:16](=[O:17])[c:18]4[cH:19][cH:20][cH:21][cH:22][c:23]4[C:24]3=[O:25])[cH:9][cH:10][n:11]2)[cH:2][cH:3][cH:4][cH:5][cH:6]1>>[c:1]1(-[c:7]2[n:8]([CH2:12][CH2:13][CH2:14][NH2:15])[cH:9][cH:10][n:11]2)[cH:2][cH:3][cH:4][cH:5][cH:6]1. Starting materials: C([C@@H]1[C@H]([C@@H]([C@H]([C@H](O1)OC[C@@H]2[C@H]([C@@H]([C@H]([C@H](O2)O[C@H]([C@@H](CO)O)[C@@H]([C@H](C=O)O)O)O)O)O)O)O)O)O (panose), product X, C([C@@H]1[C@H]([C@@H]([C@H]([C@H](O1)O[C@@H]2[C@H](O[C@@H]([C@@H]([C@H]2O)O)O[C@@H]3[C@H](O[C@@H]([C@@H]([C@H]3O)O)O)CO)CO)O)O)O)O (maltotriose). Yields the product product X, C([C@@H]1[C@H]([C@@H]([C@H]([C@H](O1)O[C@@H]2[C@H](O[C@@H]([C@@H]([C@H]2O)O)O[C@@H]3[C@H](O[C@@H]([C@@H]([C@H]3O)O)O[C@@H]4[C@H](O[C@@H]([C@@H]([C@H]4O)O)O)CO)CO)CO)O)O)O)O (maltotetraose), C([C@@H]1[C@H]([C@@H]([C@H]([C@H](O1)O[C@@H]2[C@H](O[C@H]([C@@H]([C@H]2O)O)O)CO)O)O)O)O (maltose), C([C@@H]1[C@H]([C@@H]([C@H]([C@H](O1)O[C@@H]2[C@H](O[C@@H]([C@@H]([C@H]2O)O)O[C@@H]3[C@H](O[C@@H]([C@@H]([C@H]3O)O)O[C@@H]4[C@H](O[C@@H]([C@@H]([C@H]4O)O)O[C@@H]5[C@H](O[C@@H]([C@@H]([C@H]5O)O)O)CO)CO)CO)CO)O)O)O)O (maltopentaose). RXN SMILES: [CH2:1]([OH:34])[C@H:2]1[O:7][C@H:6]([O:8][CH2:9][C@H:10]2[O:15][C@H:14]([O:16][C@@H:17]([C@H:22]([OH:27])[C@@H:23]([OH:26])[CH:24]=[O:25])[C@H:18]([OH:21])[CH2:19][OH:20])[C@H:13]([OH:28])[C@@H:12]([OH:29])[C@@H:11]2[OH:30])[C@H:5]([OH:31])[C@@H:4]([OH:32])[C@@H:3]1O.[CH2:35]([OH:68])[C@H:36]1[O:41][C@H:40]([O:42][C@H:43]2[C@H:48]([OH:49])[C@@H:47]([OH:50])[C@@H:46]([O:51][C@H:52]3[C@H:57]([OH:58])[C@@H:56]([OH:59])[C@@H:55]([OH:60])[O:54][C@@H:53]3[CH2:61][OH:62])[O:45][C@@H:44]2[CH2:63][OH:64])[C@H:39]([OH:65])[C@@H:38]([OH:66])[C@@H:37]1[OH:67]>>[CH2:35]([OH:68])[C@H:36]1[O:41][C@H:40]([O:42][C@H:43]2[C@H:48]([OH:49])[C@@H:47]([OH:50])[C@@H:46]([O:51][C@H:52]3[C@H:57]([OH:58])[C@@H:56]([OH:59])[C@@H:55]([O:60][C@H:3]4[C@H:4]([OH:32])[C@@H:5]([OH:31])[C@@H:6]([OH:8])[O:7][C@@H:2]4[CH2:1][OH:34])[O:54][C@@H:53]3[CH2:61][OH:62])[O:45][C@@H:44]2[CH2:63][OH:64])[C@H:39]([OH:65])[C@@H:38]([OH:66])[C@@H:37]1[OH:67].[CH2:9]([OH:8])[C@H:10]1[O:15][C@H:14]([O:16][C@H:17]2[C@H:22]([OH:27])[C@@H:23]([OH:26])[C@H:24]([OH:25])[O:21][C@@H:18]2[CH2:19][OH:20])[C@H:13]([OH:28])[C@@H:12]([OH:29])[C@@H:11]1[OH:30].[CH2:35]([OH:68])[C@H:36]1[O:41][C@H:40]([O:42][C@H:43]2[C@H:48]([OH:49])[C@@H:47]([OH:50])[C@@H:46]([O:51][C@H:52]3[C@H:57]([OH:58])[C@@H:56]([OH:59])[C@@H:55]([O:30][C@H:11]4[C@H:12]([OH:29])[C@@H:13]([OH:28])[C@@H:14]([O:16][C@H:17]5[C@H:22]([OH:27])[C@@H:23]([OH:26])[C@@H:24]([OH:25])[O:21][C@@H:18]5[CH2:19][OH:20])[O:15][C@@H:10]4[CH2:9][OH:8])[O:54][C@@H:53]3[CH2:61][OH:62])[O:45][C@@H:44]2[CH2:63][OH:64])[C@H:39]([OH:65])[C@@H:38]([OH:66])[C@@H:37]1[OH:67]. Procedure: As evident from the results in Table 23, it was revealed that, after the enzymatic action, glucose and α-isomaltosylglucose alias 62-O-α-glucosylmaltose or panose were mainly formed maltose as a substrate; and maltose and α-isomaltosylglucose alias 63-O-α-glucosylmaltotriose were mainly formed along with small amounts of glucose, maltotetraose, α-isomaltosylglucose alias 62-O-α-glucosylmaltose or panose, and a product X. Also, it was revealed that maltotriose and the product X were mainly formed... Product: CCN(CC)C(=O)c1c(C(=O)c2cc3cc(OC)ccc3[nH]2)ccnc1OC. RXN SMILES: [C:38](=[O:39])([O-:40])[O-:41].[CH2:1]([CH3:2])[N:3]([C:4](=[O:5])[c:6]1[c:7]([O:34][CH3:35])[n:8][cH:9][cH:10][c:11]1[C:12](=[O:13])[c:14]1[n:15]([S:25]([c:26]2[cH:27][cH:28][cH:29][cH:30][cH:31]2)(=[O:32])=[O:33])[c:16]2[cH:17][cH:18][c:19]([O:23][CH3:24])[cH:20][c:21]2[cH:22]1)[CH2:36][CH3:37].[CH3:44][OH:45].[K+:42].[K+:43].[OH2:46]>>[CH2:1]([CH3:2])[N:3]([C:4](=[O:5])[c:6]1[c:7]([O:34][CH3:35])[n:8][cH:9][cH:10][c:11]1[C:12](=[O:13])[c:14]1[nH:15][c:16]2[cH:17][cH:18][c:19]([O:23][CH3:24])[cH:20][c:21]2[cH:22]1)[CH2:36][CH3:37]. The reactants are O=C([O-])[O-], CCN(CC)C(=O)c1c(C(=O)c2cc3cc(OC)ccc3n2S(=O)(=O)c2ccccc2)ccnc1OC, CO, [K+], [K+], O.